This data is from the Open Reaction Database (ORD), a public repository of structured organic reaction records. The task is: describe an organic reaction: reactants, conditions, products, and yield The reactants are O=C(O)c1ccc(O)c(Cl)c1, O=[N+]([O-])O, O=S(=O)(O)O. The product is O=C(O)c1cc(Cl)c(O)c([N+](=O)[O-])c1. RXN SMILES: [Cl:1][c:2]1[cH:3][c:4]([C:5](=[O:6])[OH:7])[cH:8][cH:9][c:10]1[OH:11].[OH:12][N+:13]([O-:14])=[O:15].[S:16](=[O:17])(=[O:18])([OH:19])[OH:20]>>[Cl:1][c:2]1[cH:3][c:4]([C:5](=[O:6])[OH:7])[cH:8][c:9]([N+:13](=[O:12])[O-:14])[c:10]1[OH:11]. Starting materials: O=C1C(C#N)=CC(=CN1)C1=CC=NC=C1 (1,2-dihydro-2-oxo-5-(4-pyridinyl)-nicotinonitrile), O=C1C(C(=O)O)=CC(=CN1)C1=CC=NC=C1 (1,2-dihydro-2-oxo-5-(4-pyridinyl)-nicotinic acid), S(O)(O)(=O)=O (sulfuric acid). The product is N1=CC=C(C=C1)C=1C=CC(NC1)=O (5-(4-pyridinyl)-2(1H)-pyridinone). RXN SMILES: [O:1]=[C:2]1[NH:9][CH:8]=[C:7]([C:10]2[CH:15]=[CH:14][N:13]=[CH:12][CH:11]=2)[CH:6]=[C:3]1C#N.O=C1NC=C(C2C=CN=CC=2)C=C1C(O)=O.S(=O)(=O)(O)O>>[N:13]1[CH:14]=[CH:15][C:10]([C:7]2[CH:6]=[CH:3][C:2](=[O:1])[NH:9][CH:8]=2)=[CH:11][CH:12]=1. Reported procedure: The process according to claim 12 which comprises reacting 1,2-dihydro-2-oxo-5-(4-pyridinyl)-nicotinonitrile or 1,2-dihydro-2-oxo-5-(4-pyridinyl)-nicotinic acid with aqueous sulfuric acid to produce 5-(4-pyridinyl)-2(1H)-pyridinone. Starting materials: O=C([O-])[O-], CCC=CCC1CCC(c2ccc(C#N)cc2)CC1, ClCCl, O=C(OO)c1cccc(Cl)c1, [K+], [K+], [Na+], [Na+], O=S([O-])([O-])=S. Product: CCC1OC1CC1CCC(c2ccc(C#N)cc2)CC1. As a reaction SMILES: [C:12](=[O:13])([O-:14])[O-:15].[CH2:18]([CH:19]=[CH:20][CH2:21][CH3:22])[CH:23]1[CH2:24][CH2:25][CH:26]([c:29]2[cH:30][cH:31][c:32]([C:33]#[N:34])[cH:35][cH:36]2)[CH2:27][CH2:28]1.[CH2:44]([Cl:45])[Cl:46].[Cl:1][c:2]1[cH:3][cH:4][cH:5][c:6]([C:7]([O:8][OH:10])=[O:9])[cH:11]1.[K+:16].[K+:17].[Na+:42].[Na+:43].[S:37]([O-:38])([O-:39])(=[O:40])=[S:41]>>[O:9]1[CH:19]([CH2:18][CH:23]2[CH2:24][CH2:25][CH:26]([c:29]3[cH:30][cH:31][c:32]([C:33]#[N:34])[cH:35][cH:36]3)[CH2:27][CH2:28]2)[CH:20]1[CH2:21][CH3:22]. Starting materials: [Br-], CCCC[N+](CCCC)(CCCC)CCCC, CN1CCCC1CCCl, ClCCl, Cl, O=[N+]([O-])c1ccc2c(c1)SCCN2, [Na+], [OH-], O. Product: CN1CCCC1CCN1CCSc2cc([N+](=O)[O-])ccc21. RXN SMILES: [Br-:24].[CH3:25][CH2:26][CH2:27][CH2:28][N+:29]([CH2:30][CH2:31][CH2:32][CH3:33])([CH2:34][CH2:35][CH2:36][CH3:37])[CH2:38][CH2:39][CH2:40][CH3:41].[Cl:15][CH2:16][CH2:17][CH:18]1[N:19]([CH3:23])[CH2:20][CH2:21][CH2:22]1.[Cl:42][CH2:43][Cl:44].[ClH:14].[N+:1](=[O:2])([O-:3])[c:4]1[cH:5][cH:6][c:7]2[c:8]([cH:13]1)[S:9][CH2:10][CH2:11][NH:12]2.[Na+:46].[OH-:45].[OH2:47]>>[N+:1](=[O:2])([O-:3])[c:4]1[cH:5][cH:6][c:7]2[c:8]([cH:13]1)[S:9][CH2:10][CH2:11][N:12]2[CH2:16][CH2:17][CH:18]1[N:19]([CH3:23])[CH2:20][CH2:21][CH2:22]1. Starting materials: C[O-], COC[P+](c1ccccc1)(c1ccccc1)c1ccccc1, CN(C)C=O, [Cl-], COC(=O)C(=O)c1cccnc1Oc1ccn(-c2ccc(Cl)cc2)n1, [Na+], O. The product is COC=C(C(=O)OC)c1cccnc1Oc1ccn(-c2ccc(Cl)cc2)n1. As a reaction SMILES: [CH3:24][O-:25].[CH3:2][O:3][CH2:4][P+:5]([c:6]1[cH:7][cH:8][cH:9][cH:10][cH:11]1)([c:12]1[cH:13][cH:14][cH:15][cH:16][cH:17]1)[c:18]1[cH:19][cH:20][cH:21][cH:22][cH:23]1.[CH3:53][N:54]([CH3:55])[CH:56]=[O:57].[Cl-:1].[Cl:27][c:28]1[cH:29][cH:30][c:31](-[n:34]2[n:35][c:36]([O:39][c:40]3[n:41][cH:42][cH:43][cH:44][c:45]3[C:46]([C:47](=[O:48])[O:49][CH3:50])=[O:51])[cH:37][cH:38]2)[cH:32][cH:33]1.[Na+:26].[OH2:52]>>[CH3:2][O:3][CH:4]=[C:46]([c:45]1[c:40]([O:39][c:36]2[n:35][n:34](-[c:31]3[cH:30][cH:29][c:28]([Cl:27])[cH:33][cH:32]3)[cH:38][cH:37]2)[n:41][cH:42][cH:43][cH:44]1)[C:47](=[O:48])[O:49][CH3:50].